Dataset: the Open Reaction Database (ORD), a public repository of structured organic reaction records. Task: describe an organic reaction: reactants, conditions, products, and yield The reactants are C1CCC2=NCCCN2CC1 (DBU), C(C=C)C1[C@H]2[C@@H]3CC[C@H]([C@@H](CCCC(C)C)C)[C@]3(CC[C@@H]2[C@]2(CCC(CC2=C1)=O)C)C (7-Allyl-cholest-5-en-3-one). Yields the product C(C=C)C1[C@H]2[C@@H]3CC[C@H]([C@@H](CCCC(C)C)C)[C@]3(CC[C@@H]2[C@]2(CCC(C=C2C1)=O)C)C (7-Allyl-cholest-4-en-3-one). RXN SMILES: C1CCN2C(=NCCC2)CC1.[CH2:12]([CH:15]1[CH:39]=[C:38]2[C@:33]([CH3:41])([CH2:34][CH2:35][C:36](=[O:40])[CH2:37]2)[C@@H:32]2[C@@H:16]1[C@H:17]1[C@:29]([CH3:42])([CH2:30][CH2:31]2)[C@@H:20]([C@H:21]([CH3:28])[CH2:22][CH2:23][CH2:24][CH:25]([CH3:27])[CH3:26])[CH2:19][CH2:18]1)[CH:13]=[CH2:14]>>[CH2:12]([CH:15]1[CH2:39][C:38]2[C@:33]([CH3:41])([CH2:34][CH2:35][C:36](=[O:40])[CH:37]=2)[C@@H:32]2[C@@H:16]1[C@H:17]1[C@:29]([CH3:42])([CH2:30][CH2:31]2)[C@@H:20]([C@H:21]([CH3:28])[CH2:22][CH2:23][CH2:24][CH:25]([CH3:27])[CH3:26])[CH2:19][CH2:18]1)[CH:13]=[CH2:14]. Procedure: Following the general DBU catalyzed isomerization conditions of Example 5, compound 13 was analogously treated to yield the title compound 14. The reactants are Cl.C(C)(C)(C)C1=CC(=C(C=N1)C=1N([C@]([C@](N1)(C)C1=CC=C(C=C1)Cl)(C)C1=CC=C(C=C1)Cl)C(=O)N1CCN(CC1)CC(=O)O)OCC ({4-[(4S,5R)-2-(6-tert-Butyl-4-ethoxy-pyridin-3-yl)-4,5-bis-(4-chloro-phenyl)-4,5-dimethyl-4,5-dihydro-imidazole-1-carbonyl]-piperazin-1-yl}-acetic acid hydrochloride), COC1=C(C=CC=C1)CCN (2-(2-methoxy-phenyl)-ethylamine). The product is C(C)(C)(C)C1=CC(=C(C=N1)C=1N([C@]([C@](N1)(C)C1=CC=C(C=C1)Cl)(C)C1=CC=C(C=C1)Cl)C(=O)N1CCN(CC1)CC(=O)NCCC1=C(C=CC=C1)OC)OCC (2-{4-[(4S,5R)-2-(6-tert-Butyl-4-ethoxy-pyridin-3-yl)-4,5-bis-(4-chloro-phenyl)-4,5-dimethyl-4,5-dihydro-imidazole-1-carbonyl]-piperazin-1-yl}-N-[2-(2-methoxy-phenyl)-ethyl]-acetamide). Reaction SMILES: Cl.[C:2]([C:6]1[N:11]=[CH:10][C:9]([C:12]2[N:13]([C:33]([N:35]3[CH2:40][CH2:39][N:38]([CH2:41][C:42]([OH:44])=O)[CH2:37][CH2:36]3)=[O:34])[C@@:14]([C:26]3[CH:31]=[CH:30][C:29]([Cl:32])=[CH:28][CH:27]=3)([CH3:25])[C@@:15]([C:18]3[CH:23]=[CH:22][C:21]([Cl:24])=[CH:20][CH:19]=3)([CH3:17])[N:16]=2)=[C:8]([O:45][CH2:46][CH3:47])[CH:7]=1)([CH3:5])([CH3:4])[CH3:3].[CH3:48][O:49][C:50]1[CH:55]=[CH:54][CH:53]=[CH:52][C:51]=1[CH2:56][CH2:57][NH2:58]>>[C:2]([C:6]1[N:11]=[CH:10][C:9]([C:12]2[N:13]([C:33]([N:35]3[CH2:36][CH2:37][N:38]([CH2:41][C:42]([NH:58][CH2:57][CH2:56][C:51]4[CH:52]=[CH:53][CH:54]=[CH:55][C:50]=4[O:49][CH3:48])=[O:44])[CH2:39][CH2:40]3)=[O:34])[C@@:14]([C:26]3[CH:27]=[CH:28][C:29]([Cl:32])=[CH:30][CH:31]=3)([CH3:25])[C@@:15]([C:18]3[CH:23]=[CH:22][C:21]([Cl:24])=[CH:20][CH:19]=3)([CH3:17])[N:16]=2)=[C:8]([O:45][CH2:46][CH3:47])[CH:7]=1)([CH3:4])([CH3:5])[CH3:3] |f:0.1|. Procedure details: In a manner analogous to the method described in examples 99, {4-[(4S,5R)-2-(6-tert-butyl-4-ethoxy-pyridin-3-yl)-4,5-bis-(4-chloro-phenyl)-4,5-dimethyl-4,5-dihydro-imidazole-1-carbonyl]-piperazin-1-yl}-acetic acid hydrochloride (example 94) was coupled with 2-(2-methoxy-phenyl)-ethylamine (Fluka) to give the title compound. HR-MS (ES, m/z) calculated for C44H53Cl2N6O4 [(M+H)+] 799.35, observed 799.3496. The reactants are IC=1C=C(C=CC1)N1N=C(N=N1)C(C)N(C1=NN=C(N1C)C1=CC=NC=C1)C ({1-[2-(3-Iodo-phenyl)-2H-tetrazol-5-yl]-ethyl}-methyl-(4-methyl-5-pyridin-4-yl-4H-[1,2,4]triazol-3-yl)-amine), palladium (0) tetrakis-triphenylphosphine, CN(C)C=O (DMF). The reagents and catalysts are [C-]#N.[Zn+2].[C-]#N (zinc cyanide). Product: CN(C(C)C=1N=NN(N1)C=1C=C(C#N)C=CC1)C1=NN=C(N1C)C1=CC=NC=C1 (3-(5-{1-[Methyl-(4-methyl-5-pyridin-4-yl-4H-[1,2,4]triazol-3-yl)-amino]-ethyl}-tetrazol-2-yl)-benzonitrile). RXN SMILES: I[C:2]1[CH:3]=[C:4]([N:8]2[N:12]=[N:11][C:10]([CH:13]([N:15]([CH3:28])[C:16]3[N:20]([CH3:21])[C:19]([C:22]4[CH:27]=[CH:26][N:25]=[CH:24][CH:23]=4)=[N:18][N:17]=3)[CH3:14])=[N:9]2)[CH:5]=[CH:6][CH:7]=1.[CH3:29][N:30](C=O)C>[C-]#N.[Zn+2].[C-]#N>[CH3:28][N:15]([C:16]1[N:20]([CH3:21])[C:19]([C:22]2[CH:23]=[CH:24][N:25]=[CH:26][CH:27]=2)=[N:18][N:17]=1)[CH:13]([C:10]1[N:11]=[N:12][N:8]([C:4]2[CH:3]=[C:2]([CH:7]=[CH:6][CH:5]=2)[C:29]#[N:30])[N:9]=1)[CH3:14] |f:2.3.4|. Reported procedure: The title compound is prepared from {1-[2-(3-Iodo-phenyl)-2H-tetrazol-5-yl]-ethyl}-methyl-(4-methyl-5-pyridin-4-yl-4H-[1,2,4]triazol-3-yl)-amine (1 mmol), zinc cyanide (1.1 mmol), palladium (0) tetrakis-triphenylphosphine (0.05 mmol) in DMF (5 mL) at 80° C. overnight. Reactants: C(C)OC(C(CC1=CC(=C(C=C1)O)F)OCC)=O ([rac]-2-ethoxy-3-(3-fluoro-4-hydroxy-phenyl)-propionic acid ethyl ester), C1(=CC=CC=C1)P(C1=CC=CC=C1)C1=CC=CC=C1 (triphenylphosphine), C1(=CC=C(C=C1)C=1SC=C(N1)CCO)C (2-(2-p-tolyl-thiazol-4-yl)-ethanol), C(C)OC(CC=1N=C(SC1)C1=CC=C(C=C1)C)=O ((2-p-tolyl-thiazol-4-yl)-acetic acid ethyl ester), [H-].[Al+3].[Li+].[H-].[H-].[H-] (lithium aluminium hydride), N(=NC(=O)OCC)C(=O)OCC (DEAD). Solvent: O1CCCC1 (tetrahydrofuran). The product is C(C)OC(C(CC1=CC(=C(C=C1)OCCC=1N=C(SC1)C1=CC=C(C=C1)C)F)OCC)=O ([rac]-2-ethoxy-3-{3-fluoro-4-[2-(2-p-tolyl-thiazol-4-yl)-ethoxy]-phenyl}-propionic acid ethyl ester). RXN SMILES: [CH2:1]([O:3][C:4](=[O:18])[CH:5]([O:15][CH2:16][CH3:17])[CH2:6][C:7]1[CH:12]=[CH:11][C:10]([OH:13])=[C:9]([F:14])[CH:8]=1)[CH3:2].[C:19]1([CH3:33])[CH:24]=[CH:23][C:22]([C:25]2[S:26][CH:27]=[C:28]([CH2:30][CH2:31]O)[N:29]=2)=[CH:21][CH:20]=1.C(OC(=O)CC1N=C(C2C=CC(C)=CC=2)SC=1)C.[H-].[Al+3].[Li+].[H-].[H-].[H-].C1(P(C2C=CC=CC=2)C2C=CC=CC=2)C=CC=CC=1.N(C(OCC)=O)=NC(OCC)=O>O1CCCC1>[CH2:1]([O:3][C:4](=[O:18])[CH:5]([O:15][CH2:16][CH3:17])[CH2:6][C:7]1[CH:12]=[CH:11][C:10]([O:13][CH2:31][CH2:30][C:28]2[N:29]=[C:25]([C:22]3[CH:23]=[CH:24][C:19]([CH3:33])=[CH:20][CH:21]=3)[S:26][CH:27]=2)=[C:9]([F:14])[CH:8]=1)[CH3:2] |f:3.4.5.6.7.8|. Procedure details: In analogy to the procedure described in example 1 d], [rac]-2-ethoxy-3-(3-fluoro-4-hydroxy-phenyl)-propionic acid ethyl ester (example 7 a]) was reacted with 2-(2-p-tolyl-thiazol-4-yl)-ethanol (prepared from (2-p-tolyl-thiazol-4-yl)-acetic acid ethyl ester [Collection of Czechoslovak Chemical Communications (2001), 66(12), 1809-1830] with lithium aluminium hydride in analogy to the procedure described in example 12 b]) in tetrahydrofuran in the presence of triphenylphosphine and DEAD (diethyl a... The reactants are OC1=CC=NN1C1=NC=CC(=C1)C#N (2-(5-hydroxy-1H-pyrazol-1-yl)pyridine-4-carbonitrile), N1=CC=C(C=C1)CO (pyridin-4-ylmethanol). The product is N1=CC=C(C=C1)COC1=CC=NN1C1=NC=CC(=C1)C#N (2-[5-(pyridin-4-ylmethoxy)-1H-pyrazol-1-yl]pyridine-4-carbonitrile). As a reaction SMILES: [OH:1][C:2]1[N:6]([C:7]2[CH:12]=[C:11]([C:13]#[N:14])[CH:10]=[CH:9][N:8]=2)[N:5]=[CH:4][CH:3]=1.[N:15]1[CH:20]=[CH:19][C:18]([CH2:21]O)=[CH:17][CH:16]=1>>[N:15]1[CH:20]=[CH:19][C:18]([CH2:21][O:1][C:2]2[N:6]([C:7]3[CH:12]=[C:11]([C:13]#[N:14])[CH:10]=[CH:9][N:8]=3)[N:5]=[CH:4][CH:3]=2)=[CH:17][CH:16]=1. Procedure details: The title compound was prepared from 2-(5-hydroxy-1H-pyrazol-1-yl)pyridine-4-carbonitrile and pyridin-4-ylmethanol according to the procedure for the preparation of Example 39, part C. 1H NMR (400 MHz, CDCl3): δ 5.29 (2H, d, J=9.2 Hz), 5.72 (1H, d, J=2.0 Hz), 7.38 (2H, d, J=6.4 Hz), 7.44 (1H, dd, J=1.6 Hz, J=5.2 Hz), 7.57 (1H, d, J=2.0 Hz), 8.09 (1H, s), 8.65 (2H, d, J=5.2 Hz), 8.72 (1H, d, J=5.2 Hz). [M+H] Calc'd for C15H11N5O, 278. Found, 278. Reactants: BrCCCOC1=C(C2=C(CCC(O2)(C)CCC(=O)OC)C=C1)CCC (methyl 3-[7-(3-bromopropoxy)3,4-dihydro-2-methyl-8-propyl-2H-1-benzopyran-2-yl]propanoate), CCCC1=C(C=CC(=C1O)C(=O)C)O (2,4-dihydroxy-3-propylacetophenone). The product is C(C)(=O)C1=C(C(=C(OCCCOC2=C(C3=C(CCC(O3)(C)CCC(=O)OC)C=C2)CCC)C=C1)CCC)O (methyl 3-[7-[3-(4-acetyl-3-hydroxy-2-propylphenoxy)propoxy]-3,4-dihydro-2-methyl-8-propyl-2H-1-benzopyran-2-yl]propanoate). As a reaction SMILES: Br[CH2:2][CH2:3][CH2:4][O:5][C:6]1[CH:22]=[CH:21][C:9]2[CH2:10][CH2:11][C:12]([CH2:15][CH2:16][C:17]([O:19][CH3:20])=[O:18])([CH3:14])[O:13][C:8]=2[C:7]=1[CH2:23][CH2:24][CH3:25].[CH3:26][CH2:27][CH2:28][C:29]1[C:34]([OH:35])=[C:33]([C:36]([CH3:38])=[O:37])[CH:32]=[CH:31][C:30]=1[OH:39]>>[C:36]([C:33]1[CH:32]=[CH:31][C:30]([O:39][CH2:2][CH2:3][CH2:4][O:5][C:6]2[CH:22]=[CH:21][C:9]3[CH2:10][CH2:11][C:12]([CH2:15][CH2:16][C:17]([O:19][CH3:20])=[O:18])([CH3:14])[O:13][C:8]=3[C:7]=2[CH2:23][CH2:24][CH3:25])=[C:29]([CH2:28][CH2:27][CH3:26])[C:34]=1[OH:35])(=[O:37])[CH3:38]. Procedure details: The title compound mp. 53°-55°, was prepared by the method of Example 6 using the product of Example 11 and 2,4-dihydroxy-3-propylacetophenone as starting materials. Structure assignment was confirmed by nmr and infrared spectra and by elemental analysis.